This data is from the Open Reaction Database (ORD), a public repository of structured organic reaction records. The task is: describe an organic reaction: reactants, conditions, products, and yield Starting materials: ClCC(=O)Cl (chloroacetyl chloride), COC1=CC=C2CCNC(C2=C1OC)C1=CC=CC=C1 (7,8-dimethoxy-1-phenyl-1,2,3,4-tetrahydroisoquinoline), C(O)([O-])=O.[Na+] (sodium hydrogen carbonate). Run in CCOC(=O)C (EtOAc), CCOC(=O)C (EtOAc). Reported procedure: A solution of chloroacetyl chloride (177 mg) in EtOAc (12 mL) was added dropwise to a mixture of 7,8-dimethoxy-1-phenyl-1,2,3,4-tetrahydroisoquinoline (350 mg), a saturated aqueous sodium hydrogen carbonate solution (50 mL), and EtOAc (50 mL) under stirring. After the dropwise addition was complete, the mixture was stirred for 2 hours and extracted with EtOAc. The extract was washed sequentially with a saturated aqueous sodium hydrogen carbonate solution and saturated brine, dried over magnesium... As a reaction SMILES: [Cl:1][CH2:2][C:3](Cl)=[O:4].[CH3:6][O:7][C:8]1[C:17]([O:18][CH3:19])=[C:16]2[C:11]([CH2:12][CH2:13][NH:14][CH:15]2[C:20]2[CH:25]=[CH:24][CH:23]=[CH:22][CH:21]=2)=[CH:10][CH:9]=1.C(=O)([O-])O.[Na+]>CCOC(C)=O>[Cl:1][CH2:2][C:3]([N:14]1[CH2:13][CH2:12][C:11]2[C:16](=[C:17]([O:18][CH3:19])[C:8]([O:7][CH3:6])=[CH:9][CH:10]=2)[CH:15]1[C:20]1[CH:21]=[CH:22][CH:23]=[CH:24][CH:25]=1)=[O:4] |f:2.3|. Reaction conditions: time 2 hour. Isolated yield 77.7%. Yields the product ClCC(=O)N1C(C2=C(C(=CC=C2CC1)OC)OC)C1=CC=CC=C1 (2-(chloroacetyl)-7,8-dimethoxy-1-phenyl-1,2,3,4-tetrahydroisoquinoline). Reactants: CCCCCCCCOc1ccc2c(c1)cc(F)c1cc(Br)ccc12, CCCCCCc1ccc(B(O)O)cc1, Cc1ccccc1, CCO, [Na+], [Na+], O=C([O-])[O-], O. Product: CCCCCCCCOc1ccc2c(c1)cc(F)c1cc(-c3ccc(CCCCCC)cc3)ccc12. RXN SMILES: [Br:1][c:2]1[cH:3][cH:4][c:5]2[c:6]3[cH:7][cH:8][c:9]([O:17][CH2:18][CH2:19][CH2:20][CH2:21][CH2:22][CH2:23][CH2:24][CH3:25])[cH:10][c:11]3[cH:12][c:13]([F:16])[c:14]2[cH:15]1.[CH2:26]([CH2:27][CH2:28][CH2:29][CH2:30][CH3:31])[c:32]1[cH:33][cH:34][c:35]([B:38]([OH:39])[OH:40])[cH:36][cH:37]1.[CH3:47][c:48]1[cH:49][cH:50][cH:51][cH:52][cH:53]1.[CH3:54][CH2:55][OH:56].[Na+:41].[Na+:42].[O-:43][C:44](=[O:45])[O-:46].[OH2:57]>>[c:2]1(-[c:35]2[cH:34][cH:33][c:32]([CH2:26][CH2:27][CH2:28][CH2:29][CH2:30][CH3:31])[cH:37][cH:36]2)[cH:3][cH:4][c:5]2[c:6]3[cH:7][cH:8][c:9]([O:17][CH2:18][CH2:19][CH2:20][CH2:21][CH2:22][CH2:23][CH2:24][CH3:25])[cH:10][c:11]3[cH:12][c:13]([F:16])[c:14]2[cH:15]1. The reactants are CCOC(=O)n1nc(N)c2ccc(C(F)(F)F)cc21, CCOC(=O)OC(=O)OCC, CCO. Product: Nc1n[nH]c2cc(C(F)(F)F)ccc12. As a reaction SMILES: [CH2:12]([O:13][C:14](=[O:15])[n:17]1[n:18][c:19]([NH2:30])[c:20]2[cH:21][cH:22][c:23]([C:26]([F:27])([F:28])[F:29])[cH:24][c:25]12)[CH3:16].[CH2:1]([O:2][C:3]([O:4][C:5]([O:6][CH2:7][CH3:8])=[O:9])=[O:10])[CH3:11].[CH3:31][CH2:32][OH:33]>>[nH:17]1[n:18][c:19]([NH2:30])[c:20]2[cH:21][cH:22][c:23]([C:26]([F:27])([F:28])[F:29])[cH:24][c:25]12. Yield: 87.3%. Starting materials: C(O)([O-])=O.[Na+] (sodium hydrogen carbonate), ClC1=CC(=CC=2CCOC21)[N+](=O)[O-] (7-chloro-5-nitro-2,3-dihydro-1-benzofuran), reduced iron, Cl (hydrochloric acid), C(O)([O-])=O.[Na+] (sodium hydrogen carbonate). Run in C(C)O (ethanol). Procedure: To a mixture of 7-chloro-5-nitro-2,3-dihydro-1-benzofuran (7.40 g) and ethanol (300 mL) were added reduced iron (12.4 g) and concentrated hydrochloric acid (20.0 mL) under ice-cooling, followed by warming to room temperature and stirring overnight. This mixture was neutralized with a saturated aqueous sodium hydrogen carbonate solution and sodium hydrogen carbonate under ice-cooling, filtered through celite, and then extracted with ethyl acetate. The organic layer was washed with saturated brine... Run at time 8 hour. As a reaction SMILES: [Cl:1][C:2]1[C:10]2[O:9][CH2:8][CH2:7][C:6]=2[CH:5]=[C:4]([N+:11]([O-])=O)[CH:3]=1.Cl.C(=O)([O-])O.[Na+]>C(O)C>[Cl:1][C:2]1[C:10]2[O:9][CH2:8][CH2:7][C:6]=2[CH:5]=[C:4]([NH2:11])[CH:3]=1 |f:2.3|. The product is ClC1=CC(=CC=2CCOC21)N (7-chloro-2,3-dihydro-1-benzofuran-5-amine). Reactants: CCc1oc(-c2ccc(OC(F)(F)F)cc2)nc1CCOc1cc(CC(=O)OC)ccc1C, CO, Cl, [Na+], C1CCOC1, [OH-]. The product is CCc1oc(-c2ccc(OC(F)(F)F)cc2)nc1CCOc1cc(CC(=O)O)ccc1C. RXN SMILES: [CH2:1]([CH3:2])[c:3]1[c:4]([CH2:19][CH2:20][O:21][c:22]2[cH:23][c:24]([CH2:29][C:30](=[O:31])[O:32][CH3:33])[cH:25][cH:26][c:27]2[CH3:28])[n:5][c:6](-[c:8]2[cH:9][cH:10][c:11]([O:14][C:15]([F:16])([F:17])[F:18])[cH:12][cH:13]2)[o:7]1.[CH3:42][OH:43].[ClH:36].[Na+:35].[O:37]1[CH2:38][CH2:39][CH2:40][CH2:41]1.[OH-:34]>>[CH2:1]([CH3:2])[c:3]1[c:4]([CH2:19][CH2:20][O:21][c:22]2[cH:23][c:24]([CH2:29][C:30](=[O:31])[OH:32])[cH:25][cH:26][c:27]2[CH3:28])[n:5][c:6](-[c:8]2[cH:9][cH:10][c:11]([O:14][C:15]([F:16])([F:17])[F:18])[cH:12][cH:13]2)[o:7]1. Reactants: [Cl-].[NH4+] (ammonium chloride), OC1=C(C(=CC=C1C(C)=O)O)C1=CC=CC=C1 (1-(2,6-dihydroxy-biphenyl-3-yl)-ethanone), ICC1=CC=C(C=C1)C(C=1C=C(C#N)C=CC1)OC1OCCCC1 (3-[(4-iodomethyl-phenyl)-(tetrahydro-pyran-2-yloxy)-methyl]-benzonitrile), C([O-])([O-])=O.[K+].[K+] (potassium carbonate), CC(=O)C (acetone). Conditions: temperature 50 celsius, time 1 hour. Yields the product C(C)(=O)C=1C=CC(=C(C1O)C1=CC=CC=C1)OCC1=CC=C(C=C1)C=1C(=C(C#N)C=CC1)CO ([4-(5-acetyl-6-hydroxy-biphenyl-2-yloxymethyl)-phenyl]-(hydroxy-methyl]-benzonitrile). Reaction SMILES: [OH:1][C:2]1[C:7]([C:8](=[O:10])[CH3:9])=[CH:6][CH:5]=[C:4]([OH:11])[C:3]=1[C:12]1[CH:17]=[CH:16][CH:15]=[CH:14][CH:13]=1.IC[C:20]1[CH:25]=C[C:23]([CH:26](OC2CCCCO2)[C:27]2[CH:28]=[C:29]([CH:32]=[CH:33][CH:34]=2)[C:30]#[N:31])=[CH:22][CH:21]=1.[C:42](=[O:45])([O-])[O-].[K+].[K+].[Cl-].[NH4+].[CH3:50]C(C)=O>>[C:8]([C:7]1[CH:6]=[CH:5][C:4]([O:11][CH2:50][C:21]2[CH:20]=[CH:25][C:26]([C:27]3[C:28]([CH2:42][OH:45])=[C:29]([CH:32]=[CH:33][CH:34]=3)[C:30]#[N:31])=[CH:23][CH:22]=2)=[C:3]([C:12]2[CH:13]=[CH:14][CH:15]=[CH:16][CH:17]=2)[C:2]=1[OH:1])(=[O:10])[CH3:9] |f:2.3.4,5.6|. Procedure details: To a solution of 1-(2,6-dihydroxy-biphenyl-3-yl)-ethanone (446 mg, 1.95 mmol) and 3-[(4-iodomethyl-phenyl)-(tetrahydro-pyran-2-yloxy)-methyl]-benzonitrile (848 mg, 1.95 mmol) in acetone (50 mL) is added potassium carbonate (450 mg, 3.25 mmol). The suspension is heated at 50° C. for 14 hours. After cooling to room temperature, the mixture is poured onto saturated ammonium chloride (15 mL) and extracted with ethyl acetate (4×20 mL). The combined organic extracts are combined; washed with brine; dr... The reactants are O=C(OC(C)(C)C)NC1=CC=C(OC(=O)N(C)C)C(Cl)=C1. Reagents/catalysts: O1BOC(C)(C)C1(C)C, O1B(OC(C)(C)C1(C)C)B2OC(C)(C)C(O2)(C)C, N=1C=CC(=CC1C=2N=CC=C(C2)C(C)(C)C)C(C)(C)C, C[OH2+].C[OH2+].C1CC=CCCC=C1.C1CC=CCCC=C1.[Ir].[Ir]. Solvent: O(C)C(C)(C)C. Conditions: temperature 50 celsius, time 28 hour. The product is O=C(OC(C)(C)C)NC1=CC(Cl)=C(OC(=O)N(C)C)C=C1B2OC(C)(C)C(O2)(C)C. The yield is 62.0%. The reactants are C(C)(C)(C)C1=NC=C(C(=N1)NCC=1OC=CC1)C(=O)N([C@@H]1CN(C[C@@H](C1)C#N)C(=O)OC(C)(C)C)CC(C)C (tert-butyl (3S*,5R*)-3-[({2-tert-butyl-4-[(furan-2-ylmethyl)amino]pyrimidin-5-yl}carbonyl)(2-methylpropyl)amino]-5-cyanopiperidine-1-carboxylate), N(=[N+]=[N-])[Si](C)(C)C (azido(trimethyl)silane), C(CCC)[Sn](=O)CCCC (dibutyl(oxo)stannane). Product: C(C)(C)(C)C1=NC=C(C(=N1)NCC=1OC=CC1)C(=O)N([C@@H]1CN(C[C@@H](C1)C=1N=NNN1)C(=O)OC(C)(C)C)CC(C)C (tert-butyl (3S*,5R*)-3-[({2-tert-butyl-4-[(furan-2-ylmethyl)amino]pyrimidin-5-yl}carbonyl)(2-methylpropyl)amino]-5-(2H-tetrazol-5-yl)piperidine-1-carboxylate). Yield: 58.3%. Reaction SMILES: [C:1]([C:5]1[N:10]=[C:9]([NH:11][CH2:12][C:13]2[O:14][CH:15]=[CH:16][CH:17]=2)[C:8]([C:18]([N:20]([CH2:36][CH:37]([CH3:39])[CH3:38])[C@H:21]2[CH2:26][C@@H:25]([C:27]#[N:28])[CH2:24][N:23]([C:29]([O:31][C:32]([CH3:35])([CH3:34])[CH3:33])=[O:30])[CH2:22]2)=[O:19])=[CH:7][N:6]=1)([CH3:4])([CH3:3])[CH3:2].[N:40]([Si](C)(C)C)=[N+:41]=[N-:42].C([Sn](CCCC)=O)CCC>>[C:1]([C:5]1[N:10]=[C:9]([NH:11][CH2:12][C:13]2[O:14][CH:15]=[CH:16][CH:17]=2)[C:8]([C:18]([N:20]([CH2:36][CH:37]([CH3:39])[CH3:38])[C@H:21]2[CH2:26][C@@H:25]([C:27]3[N:40]=[N:41][NH:42][N:28]=3)[CH2:24][N:23]([C:29]([O:31][C:32]([CH3:35])([CH3:34])[CH3:33])=[O:30])[CH2:22]2)=[O:19])=[CH:7][N:6]=1)([CH3:4])([CH3:3])[CH3:2]. Procedure details: To tert-butyl (3S*,5R*)-3-[({2-tert-butyl-4-[(furan-2-ylmethyl)amino]pyrimidin-5-yl}carbonyl)(2-methylpropyl)amino]-5-cyanopiperidine-1-carboxylate (120 mg) were added azido(trimethyl)silane (55 mg) and dibutyl(oxo)stannane (5 mg), and the mixture was stirred with heating to reflux for 1 day. The reaction mixture was concentrated under reduced pressure, and the residue was subjected to silica gel column chromatography, and the fraction eluted with ethyl acetate-hexane (10:90-100:0) was concentra...